Dataset: the Open Reaction Database (ORD), a public repository of structured organic reaction records. Task: describe an organic reaction: reactants, conditions, products, and yield Starting materials: COC(COC=1C2=C(N=CN1)N(C(=C2)CC)CC2=CC=CC=C2)=O ([[6-ethyl-7-(phenylmethyl)-7H-pyrrolo[2,3-d]pyrimidin-4-yl]oxy]acetic acid methyl ester), C(C(=O)Cl)(=O)Cl (oxalyl chloride), N1=CC=CC=C1 (pyridine), [OH-].[NH4+] (ammonium hydroxide). The solvent is C(Cl)(Cl)Cl (chloroform), O (water). Reaction conditions: time 18 hour. Yields the product COC(COC=1C2=C(N=CN1)N(C(=C2)CC)CC2=CC=CC=C2)=O ([[6-ethyl-7-(phenylmethyl)-7H-pyrrolo[2, 3-d]pyrimidin-4-yl]oxy]acetic acid methyl ester), COC(COC=1C2=C(N=CN1)N(C(=C2C(C(=O)N)=O)CC)CC2=CC=CC=C2)=O ([[5-(aminooxoacetyl)-6-ethyl-7-(phenylmethyl)-7H-pyrrolo[2,3-d]pyrimidin-4-yl]oxy]acetic acid methyl ester). Yield: 45.0%. As a reaction SMILES: [CH3:1][O:2][C:3](=[O:24])[CH2:4][O:5][C:6]1[C:7]2[CH:14]=[C:13]([CH2:15][CH3:16])[N:12]([CH2:17][C:18]3[CH:23]=[CH:22][CH:21]=[CH:20][CH:19]=3)[C:8]=2[N:9]=[CH:10][N:11]=1.[C:25](Cl)(=[O:29])[C:26](Cl)=[O:27].[N:31]1C=CC=CC=1.[OH-].[NH4+]>C(Cl)(Cl)Cl.O>[CH3:1][O:2][C:3](=[O:24])[CH2:4][O:5][C:6]1[C:7]2[CH:14]=[C:13]([CH2:15][CH3:16])[N:12]([CH2:17][C:18]3[CH:23]=[CH:22][CH:21]=[CH:20][CH:19]=3)[C:8]=2[N:9]=[CH:10][N:11]=1.[CH3:1][O:2][C:3](=[O:24])[CH2:4][O:5][C:6]1[C:7]2[C:14]([C:25](=[O:29])[C:26]([NH2:31])=[O:27])=[C:13]([CH2:15][CH3:16])[N:12]([CH2:17][C:18]3[CH:23]=[CH:22][CH:21]=[CH:20][CH:19]=3)[C:8]=2[N:9]=[CH:10][N:11]=1 |f:3.4|. Reported procedure: To a solution of 831 mg (2.55 mmol) of [[6-ethyl-7-(phenylmethyl)-7H-pyrrolo[2,3-d]pyrimidin-4-yl]oxy]acetic acid methyl ester in 20 mL of chloroform was added 0.67 mL of oxalyl chloride followed by 0.30 mL of pyridine. The reaction was stirred for 18 hours at ambient temperature then poured into a solution prepared from 2.0 mL of concentrated ammonium hydroxide and 8.0 mL of water. The reaction was partitioned by the addition of 20 mL of methylene chloride and 10 mL of water. The organic phase ...